Dataset: the Open Reaction Database (ORD), a public repository of structured organic reaction records. Task: describe an organic reaction: reactants, conditions, products, and yield The reactants are O=C([O-])[O-], CI, CC(C)=O, CC(C)c1cccc(C(C)C)c1O, [K+], [K+]. Product: COc1c(C(C)C)cccc1C(C)C. As a reaction SMILES: [C:14](=[O:15])([O-:16])[O-:17].[CH3:20][I:21].[CH3:22][C:23](=[O:24])[CH3:25].[CH:1]([CH3:2])([CH3:3])[c:4]1[c:5]([OH:13])[c:6]([CH:10]([CH3:11])[CH3:12])[cH:7][cH:8][cH:9]1.[K+:18].[K+:19]>>[CH:1]([CH3:2])([CH3:3])[c:4]1[c:5]([O:13][CH3:14])[c:6]([CH:10]([CH3:11])[CH3:12])[cH:7][cH:8][cH:9]1. Starting materials: ClC1=C(C(=C(C(=C1)F)N1N=NN(C1=O)CCCF)[N+](=O)[O-])O (1-(4-chloro-6-fluoro-3-hydroxy-2-nitrophenyl)-4-(3-fluoropropyl)-1,4dihydro-5-oxo-5H-tetrazole). The reagents and catalysts are [Fe] (Iron). The solvent is C(C)(=O)O (acetic acid). The product is NC1=C(C(=CC(=C1O)Cl)F)N1N=NN(C1=O)CCCF (1-(2-amino-4-chloro-6-fluoro-3-hydroxyphenyl)-4-(3-fluoroproyl)-1,4-dihydro-5-oxo-5H-tetrazole). Isolated yield 88.8%. Reaction SMILES: [Cl:1][C:2]1[CH:7]=[C:6]([F:8])[C:5]([N:9]2[C:13](=[O:14])[N:12]([CH2:15][CH2:16][CH2:17][F:18])[N:11]=[N:10]2)=[C:4]([N+:19]([O-])=O)[C:3]=1[OH:22]>C(O)(=O)C.[Fe]>[NH2:19][C:4]1[C:3]([OH:22])=[C:2]([Cl:1])[CH:7]=[C:6]([F:8])[C:5]=1[N:9]1[C:13](=[O:14])[N:12]([CH2:15][CH2:16][CH2:17][F:18])[N:11]=[N:10]1. Procedure: Iron powder (2.3 g) was added to a solution of 1-(4-chloro-6-fluoro-3-hydroxy-2-nitrophenyl)-4-(3-fluoropropyl)-1,4dihydro-5-oxo-5H-tetrazole (3.4 g) in acetic acid (50 ml) and stirred at room temperature over night. The reaction mixture was filtered through a celite bed. The filtrate was concentrated under reduced pressure and purified by a silica gel column, eluted with hexane-ethyl acetate (2:1) to give yellow crystals (2.75 g). Starting materials: BrC=1C=C(C(N(C1)C)=O)NC1=NC(=NC=C1)C(C)(C)O (5-Bromo-3-(2-(2-hydroxypropan-2-yl)pyrimidin-4-ylamino)-1-methylpyridin-2(1H)-one), C(C)(=O)OCC=1C(=NC=CC1B(O)O)N1C(C2=CC=3CC(CC3N2CC1)(C)C)=O ({3-[(Acetyloxy)methyl]-2-{4,4-dimethyl-9-oxo-1,10-diazatricyclo[6.4.0.02,6]dodeca-2(6),7-dien-10-yl}pyridin-4-yl}boronic Acid), [O-]P(=O)([O-])[O-].[K+].[K+].[K+] (K3PO4), O (water). Reagents/catalysts: C1=CC=C(C=C1)P([C-]2C=CC=C2)C3=CC=CC=C3.C1=CC=C(C=C1)P([C-]2C=CC=C2)C3=CC=CC=C3.Cl[Pd]Cl.[Fe+2] (Pd(dppf)Cl2). Solvent: O1CCCC1 (tetrahydrofuran). Product: C(C)(=O)OCC=1C(=NC=CC1C1=CN(C(C(=C1)NC1=NC(=NC=C1)C(C)(C)O)=O)C)N1C(C2=CC=3CC(CC3N2CC1)(C)C)=O ((2-{4,4-Dimethyl-9-oxo-1,10-diazatricyclo[6.4.0.02,6]dodeca-2(6),7-dien-10-yl}-4-(5-{[2-(2-hydroxypropan-2-yl)pyrimidin-4-yl]amino}-1-methyl-6-oxo-1,6-dihydro-pyridin-3-yl)pyridin-3-yl)methyl Acetate). Isolated yield 65.4%. Reaction SMILES: Br[C:2]1[CH:3]=[C:4]([NH:10][C:11]2[CH:16]=[CH:15][N:14]=[C:13]([C:17]([OH:20])([CH3:19])[CH3:18])[N:12]=2)[C:5](=[O:9])[N:6]([CH3:8])[CH:7]=1.[C:21]([O:24][CH2:25][C:26]1[C:27]([N:35]2[CH2:46][CH2:45][N:44]3[C:37](=[CH:38][C:39]4[CH2:40][C:41]([CH3:48])([CH3:47])[CH2:42][C:43]=43)[C:36]2=[O:49])=[N:28][CH:29]=[CH:30][C:31]=1B(O)O)(=[O:23])[CH3:22].[O-]P([O-])([O-])=O.[K+].[K+].[K+].O>C1C=CC(P(C2C=CC=CC=2)[C-]2C=CC=C2)=CC=1.C1C=CC(P(C2C=CC=CC=2)[C-]2C=CC=C2)=CC=1.Cl[Pd]Cl.[Fe+2].O1CCCC1>[C:21]([O:24][CH2:25][C:26]1[C:27]([N:35]2[CH2:46][CH2:45][N:44]3[C:37](=[CH:38][C:39]4[CH2:40][C:41]([CH3:48])([CH3:47])[CH2:42][C:43]=43)[C:36]2=[O:49])=[N:28][CH:29]=[CH:30][C:31]=1[C:2]1[CH:3]=[C:4]([NH:10][C:11]2[CH:16]=[CH:15][N:14]=[C:13]([C:17]([OH:20])([CH3:19])[CH3:18])[N:12]=2)[C:5](=[O:9])[N:6]([CH3:8])[CH:7]=1)(=[O:23])[CH3:22] |f:2.3.4.5,7.8.9.10|. Reported procedure: A 50-mL round-bottomed flask equipped with a reflux condenser was charged with 264b (170 mg, 0.50 mmol), (3-(acetoxymethyl)-2-(7,7-dimethyl-1-oxo-3,4,7,8-tetrahydro-1H-cyclopenta[4,5]pyrrolo[1,2-a]pyrazin-2(6H)-yl)pyridin-4-yl)boronic acid 199e (200 mg, 0.50 mmol), Pd(dppf)Cl2 (40 mg, 0.050 mmol), K3PO4 (212 mg, 1.0 mmol), water (0.5 mL), and tetrahydrofuran (10 mL). After three cycles of vacuum/argon flush, the mixture was heated at reflux for 6 h. It was then cooled to room temperature and fil... Starting materials: P(Cl)(Cl)(Cl)(Cl)Cl (Phosphorus pentachloride), C(C)C(COC(\C=C/C(=O)[O-])=O)CCCC (mono(2-ethylhexyl)maleate). Reaction conditions: temperature 30 celsius, time 1 hour. Yields the product [Cl-].C(\C=C/C(=O)[O-])(=O)OCC(CCCC)CC (2-ethylhexyl maleate chloride). Isolated yield 85.6%. RXN SMILES: P(Cl)(Cl)(Cl)(Cl)[Cl:2].[CH2:7]([CH:9]([CH2:19][CH2:20][CH2:21][CH3:22])[CH2:10][O:11][C:12](=[O:18])/[CH:13]=[CH:14]\[C:15]([O-:17])=[O:16])[CH3:8]>>[Cl-:2].[C:12]([O:11][CH2:10][CH:9]([CH2:7][CH3:8])[CH2:19][CH2:20][CH2:21][CH3:22])(=[O:18])/[CH:13]=[CH:14]\[C:15]([O-:17])=[O:16] |f:2.3|. Reported procedure: Phosphorus pentachloride (4.1 g, 20 mmol) was slowly added dropwise with mono(2-ethylhexyl)maleate (4.5 g, 20 mmol) produced by Aldrich, while the temperature was maintained at 30° C. or lower. After completion of the addition, the reaction mixture was stirred at room temperature for 1 hour. Then, the reaction mixture was heated at 60° C., and pressure was reduced by using an aspirator. The produced oxyphosphorous chloride was evaporated to obtain 2-ethylhexyl maleate chloride (4.5 g, yield: 92%... Reactants: NC=1SC=C(N1)C(C(=O)OCC)=O (ethyl 2-aminothiazol-4-ylglyoxylate), ClC1=CC=C(C=C1)N=C=S (p-chlorophenyl isothiocyanate). Solvent: CN(P(N(C)C)(N(C)C)=O)C (hexamethylphosphoric triamide). The product is ClC1=CC=C(C=C1)NC(NC=1SC=C(N1)C(C(=O)OCC)=O)=S (Ethyl 2-(3-p-chlorophenylthioureido)thiazol-4-ylglyoxylate). RXN SMILES: [NH2:1][C:2]1[S:3][CH:4]=[C:5]([C:7](=[O:13])[C:8]([O:10][CH2:11][CH3:12])=[O:9])[N:6]=1.[Cl:14][C:15]1[CH:20]=[CH:19][C:18]([N:21]=[C:22]=[S:23])=[CH:17][CH:16]=1>CN(C)P(=O)(N(C)C)N(C)C>[Cl:14][C:15]1[CH:20]=[CH:19][C:18]([NH:21][C:22](=[S:23])[NH:1][C:2]2[S:3][CH:4]=[C:5]([C:7](=[O:13])[C:8]([O:10][CH2:11][CH3:12])=[O:9])[N:6]=2)=[CH:17][CH:16]=1. Procedure: Following a procedure similar to that described in Preparation 1, the desired compound was prepared from 5 g of ethyl 2-aminothiazol-4-ylglyoxylate, 6.35 g of p-chlorophenyl isothiocyanate and 30 ml of hexamethylphosphoric triamide. The resulting product was a yellow powder having the following physical properties.